This data is from the Open Reaction Database (ORD), a public repository of structured organic reaction records. The task is: describe an organic reaction: reactants, conditions, products, and yield Reactants: CCOC(C)=O, [H-], [Na+], COc1cc(C=C(CCCCl)C(=O)NC2CCCc3ccc(N4CCOCC4)cc32)ccc1-n1cnc(C)c1, CN(C)C=O, O. Yields the product COc1cc(C=C2CCCN(C3CCCc4ccc(N5CCOCC5)cc43)C2=O)ccc1-n1cnc(C)c1. As a reaction SMILES: [CH3:43][CH2:44][O:45][C:46](=[O:47])[CH3:48].[H-:1].[Na+:2].[O:3]1[CH2:4][CH2:5][N:6]([c:9]2[cH:10][cH:11][c:12]3[c:17]([cH:18]2)[CH:16]([NH:19][C:20]([C:21]([CH2:22][CH2:23][CH2:24][Cl:25])=[CH:26][c:27]2[cH:28][c:29]([O:39][CH3:40])[c:30](-[n:33]4[cH:34][n:35][c:36]([CH3:38])[cH:37]4)[cH:31][cH:32]2)=[O:41])[CH2:15][CH2:14][CH2:13]3)[CH2:7][CH2:8]1.[O:49]=[CH:50][N:51]([CH3:52])[CH3:53].[OH2:42]>>[O:3]1[CH2:4][CH2:5][N:6]([c:9]2[cH:10][cH:11][c:12]3[c:17]([cH:18]2)[CH:16]([N:19]2[C:20](=[O:41])[C:21](=[CH:26][c:27]4[cH:28][c:29]([O:39][CH3:40])[c:30](-[n:33]5[cH:34][n:35][c:36]([CH3:38])[cH:37]5)[cH:31][cH:32]4)[CH2:22][CH2:23][CH2:24]2)[CH2:15][CH2:14][CH2:13]3)[CH2:7][CH2:8]1. The reactants are COC=1C(C(=C(C(C1OC)=O)CC1=CC=C(C=C1)CCC(=O)O)C)=O (3-[4-(5,6-dimethoxy-3-methyl-1,4-benzoquinon-2-ylmethyl)phenyl]propionic Acid), C(O)CN (ethanolamine). Product: COC=1C(C(=C(C(C1OC)=O)CC1=CC=C(C=C1)CCC(=O)NCCO)C)=O (N-[3-[4-(5,6-dimethoxy-3-methyl-1,4-benzoquinon-2-ylmethyl)phenyl]propionyl]ethanolamine). The yield is 31.0%. As a reaction SMILES: [CH3:1][O:2][C:3]1[C:4](=[O:25])[C:5]([CH3:24])=[C:6]([CH2:12][C:13]2[CH:18]=[CH:17][C:16]([CH2:19][CH2:20][C:21](O)=[O:22])=[CH:15][CH:14]=2)[C:7](=[O:11])[C:8]=1[O:9][CH3:10].[CH2:26]([CH2:28][NH2:29])[OH:27]>>[CH3:1][O:2][C:3]1[C:4](=[O:25])[C:5]([CH3:24])=[C:6]([CH2:12][C:13]2[CH:18]=[CH:17][C:16]([CH2:19][CH2:20][C:21]([NH:29][CH2:28][CH2:26][OH:27])=[O:22])=[CH:15][CH:14]=2)[C:7](=[O:11])[C:8]=1[O:9][CH3:10]. Reported procedure: 3-[4-(5,6-dimethoxy-3-methyl-1,4-benzoquinon-2-ylmethyl)phenyl]propionic acid (200 mg, 0.58 mmol) obtained in Example 1 and ethanolamine (47 mg, 0.75 mmol) were used, and a method similar to that described in Example 3 was employed to obtain the title compound (65 mg, 0.18 mmol, yield 29%).